Dataset: the Open Reaction Database (ORD), a public repository of structured organic reaction records. Task: describe an organic reaction: reactants, conditions, products, and yield The reactants are CS(=O)(=O)OS(=O)(=O)C (methanesulfonic anhydride), C([O-])(O)=O.[Na+] (sodium bicarbonate), C(#N)C1=C(C=C(C=C1)C(CSC1=NC=C(N1)C(=O)OCC)O)F (ethyl 2-[2-(4-cyano-3-fluorophenyl)-2-hydroxy-1-ethylthio]-3H-imidazole-4-carboxylate), C(C)(C)N(C(C)C)CC (N,N-diisopropylethylamine), C(=O)(OC(C)(C)C)OC(=O)OC(C)(C)C (di-tert-butyl dicarbonate). Run in C(Cl)Cl (methylene chloride), CN(C)C=O (DMF). Conditions: time 24 hour. Product: C(#N)C1=C(C=C(C=C1)C1N2C(SC1)=NC=C2C(=O)OCC)F (ethyl 3-(4-cyano-3-fluorophenyl)-2,3-dihydroimidazo[2,1-b]thiazole-5-carboxylate). Reaction SMILES: [C:1]([C:3]1[CH:8]=[CH:7][C:6]([CH:9](O)[CH2:10][S:11][C:12]2[NH:16][C:15]([C:17]([O:19][CH2:20][CH3:21])=[O:18])=[CH:14][N:13]=2)=[CH:5][C:4]=1[F:23])#[N:2].C(N(CC)C(C)C)(C)C.C(OC(OC(C)(C)C)=O)(OC(C)(C)C)=O.CS(OS(C)(=O)=O)(=O)=O.C(=O)(O)[O-].[Na+]>C(Cl)Cl.CN(C=O)C>[C:1]([C:3]1[CH:8]=[CH:7][C:6]([CH:9]2[CH2:10][S:11][C:12]3=[N:13][CH:14]=[C:15]([C:17]([O:19][CH2:20][CH3:21])=[O:18])[N:16]23)=[CH:5][C:4]=1[F:23])#[N:2] |f:4.5|. Procedure details: To a solution of alcohol from Step H (2.99 g, 8.92 mmol) and N,N-diisopropylethylamine (4.66 mL, 26.8 mmol) in methylene chloride (100 mL)/ DMF (10 mL) was added di-tert-butyl dicarbonate (2.34 g, 10.7 mmol) at 0° C. The reaction was stirred for 24 hours, then methanesulfonic anhydride (3.11 g, 17.8 mmol) was added in one portion. The reaction was stirred for 3 hours at 25° C. and 16 hours at reflux. The reaction was poured onto saturated aqueous sodium bicarbonate and extracted with methylene c... The reactants are CC1(C2=C(C(=CC=C2)P(C3=CC=CC=C3)C4=CC=CC=C4)OC5=C(C=CC=C51)P(C6=CC=CC=C6)C7=CC=CC=C7)C (xantphos), C(=O)([O-])[O-].[Cs+].[Cs+] (Cs2CO3), BrC=1C=C(C=C(C1)C1=C(C=C(C=C1)F)F)N1C=NC2=C1C=CC(=C2)C=2C=NN(C2)C (1-(5-bromo-2′,4′-difluoro-[1,1′-biphenyl]-3-yl)-5-(1-methyl-1H-pyrazol-4-yl)-1H-benzo[d]imidazole), N#N (N2), N1=C(N=CC=C1)N (Pyrimidin-2-amine). Reagents/catalysts: C=1C=CC(=CC1)/C=C/C(=O)/C=C/C2=CC=CC=C2.C=1C=CC(=CC1)/C=C/C(=O)/C=C/C2=CC=CC=C2.C=1C=CC(=CC1)/C=C/C(=O)/C=C/C2=CC=CC=C2.[Pd].[Pd] (Pd2(dba)3). Run in O1CCOCC1 (1,4-dioxane). Run at temperature 110 celsius. Product: FC1=C(C=CC(=C1)F)C1=CC(=CC(=C1)N1C=NC2=C1C=CC(=C2)C=2C=NN(C2)C)NC2=NC=CC=N2 (N-(2′,4′-difluoro-5-(5-(1-methyl-1H-pyrazol-4-yl)-1H-benzo[d]imidazol-1-yl)-[1,1′-biphenyl]-3-yl)pyrimidin-2-amine). Yield: 11.6%. Reaction SMILES: Br[C:2]1[CH:3]=[C:4]([N:16]2[C:20]3[CH:21]=[CH:22][C:23]([C:25]4[CH:26]=[N:27][N:28]([CH3:30])[CH:29]=4)=[CH:24][C:19]=3[N:18]=[CH:17]2)[CH:5]=[C:6]([C:8]2[CH:13]=[CH:12][C:11]([F:14])=[CH:10][C:9]=2[F:15])[CH:7]=1.N#N.[N:33]1[CH:38]=[CH:37][CH:36]=[N:35][C:34]=1[NH2:39].CC1(C)C2C(=C(P(C3C=CC=CC=3)C3C=CC=CC=3)C=CC=2)OC2C(P(C3C=CC=CC=3)C3C=CC=CC=3)=CC=CC1=2.C([O-])([O-])=O.[Cs+].[Cs+]>O1CCOCC1.C1C=CC(/C=C/C(/C=C/C2C=CC=CC=2)=O)=CC=1.C1C=CC(/C=C/C(/C=C/C2C=CC=CC=2)=O)=CC=1.C1C=CC(/C=C/C(/C=C/C2C=CC=CC=2)=O)=CC=1.[Pd].[Pd]>[F:15][C:9]1[CH:10]=[C:11]([F:14])[CH:12]=[CH:13][C:8]=1[C:6]1[CH:5]=[C:4]([N:16]2[C:20]3[CH:21]=[CH:22][C:23]([C:25]4[CH:26]=[N:27][N:28]([CH3:30])[CH:29]=4)=[CH:24][C:19]=3[N:18]=[CH:17]2)[CH:3]=[C:2]([NH:39][C:34]2[N:35]=[CH:36][CH:37]=[CH:38][N:33]=2)[CH:7]=1 |f:4.5.6,8.9.10.11.12|. Procedure: A solution of 1-(5-bromo-2′,4′-difluoro-[1,1′-biphenyl]-3-yl)-5-(1-methyl-1H-pyrazol-4-yl)-1H-benzo[d]imidazole (0.075 g, 0.161 mmol) in 1,4-dioxane (3 ml) was degassed by N2 bubbling for 5 min. Pyrimidin-2-amine (0.018 g, 0.193 mmol, 1.2 eq.) was added and the mixture was degassed for another 5 min. Pd2(dba)3 (0.014 g, 0.016 mmol, 0.1 eq.) and xantphos (0.037 g, 0.064 mmol, 0.4 eq.) and Cs2CO3 (0.209 g, 0.644 mmol, 4.0 eq) were added sequentially and the mixture was further degassed for 5 min. ... Product: N#Cc1ccc(CN2CCN(S(=O)(=O)C3=Cc4ccc(Cl)cc4OC3)CC2=O)cc1. Reaction SMILES: [C:1](#[N:2])[c:3]1[cH:4][cH:5][c:6]([CH2:7][N:8]2[C:9](=[O:19])[CH2:10][N:11]([S:14](=[O:15])(=[O:16])[CH:17]=[CH2:18])[CH2:12][CH2:13]2)[cH:20][cH:21]1.[CH3:32][C:33]([CH3:34])([O-:35])[CH3:36].[CH3:38][C:39]([OH:40])([CH3:41])[CH3:42].[Cl:22][c:23]1[cH:24][c:25]([OH:31])[c:26]([CH:27]=[O:28])[cH:29][cH:30]1.[K+:37]>>[C:1](#[N:2])[c:3]1[cH:4][cH:5][c:6]([CH2:7][N:8]2[C:9](=[O:19])[CH2:10][N:11]([S:14](=[O:15])(=[O:16])[C:17]3=[CH:27][c:26]4[c:25]([cH:24][c:23]([Cl:22])[cH:30][cH:29]4)[O:31][CH2:18]3)[CH2:12][CH2:13]2)[cH:20][cH:21]1. Reactants: C=CS(=O)(=O)N1CCN(Cc2ccc(C#N)cc2)C(=O)C1, CC(C)(C)[O-], CC(C)(C)O, O=Cc1ccc(Cl)cc1O, [K+]. Starting materials: COc1ccc(B(O)O)cc1, Cl, O=C(NC1CN2CCC1CC2)c1cc2cc(Br)ccc2o1, [Na+], CN(C)C=O, [OH-]. Product: COc1ccc(-c2ccc3oc(C(=O)NC4CN5CCC4CC5)cc3c2)cc1, Cl. Reaction SMILES: [CH3:1][O:2][c:3]1[cH:4][cH:5][c:6]([B:9]([OH:10])[OH:11])[cH:7][cH:8]1.[ClH:14].[N:15]12[CH2:16][CH:17]([NH:23][C:24](=[O:25])[c:26]3[o:27][c:28]4[c:29]([cH:30]3)[cH:31][c:32]([Br:35])[cH:33][cH:34]4)[CH:18]([CH2:19][CH2:20]1)[CH2:21][CH2:22]2.[Na+:13].[O:36]=[CH:37][N:38]([CH3:39])[CH3:40].[OH-:12]>>[CH3:1][O:2][c:3]1[cH:4][cH:5][c:6](-[c:32]2[cH:31][c:29]3[c:28]([o:27][c:26]([C:24]([NH:23][CH:17]4[CH2:16][N:15]5[CH2:20][CH2:19][CH:18]4[CH2:21][CH2:22]5)=[O:25])[cH:30]3)[cH:34][cH:33]2)[cH:7][cH:8]1.[ClH:14]. Reactants: [C-]#N.[K+].C(#N)CCC=1C=C2CC(NC2=CC1)=O (5-Cyanoethyl-2-oxindole Potassium cyanide), CS(=O)C (dimethyl-sulfoxide), ClCCC=1C=C2CC(NC2=CC1)=O (5-Chloroethyl-2-oxindole), CS(=O)C (dimethyl sulfoxide), ice water. Conditions: temperature 90 celsius. The product is C(CCC)(=O)C=1C=C2CC(NC2=CC1)=O (5-Butanoyl-2-oxindole). Yield: 42.0%. Reaction SMILES: [C-]#N.[K+].[C:4]([CH2:6]CC1C=C2C(=CC=1)NC(=O)C2)#N.Cl[CH2:19][CH2:20][C:21]1[CH:22]=[C:23]2[C:27](=[CH:28][CH:29]=1)[NH:26][C:25](=[O:30])[CH2:24]2.CS(C)=[O:33]>>[C:20]([C:21]1[CH:22]=[C:23]2[C:27](=[CH:28][CH:29]=1)[NH:26][C:25](=[O:30])[CH2:24]2)(=[O:33])[CH2:19][CH2:4][CH3:6] |f:0.1.2|. Procedure: To 15 g aluminum chloride suspended in 30 mL 1,2-dichloro-ethane in an ice bath was added 7.5 g of 2-oxindole and then 12 g of butanoyl chloride. The resulting suspension was heated to 50° C. overnight. The mixture was poured into ice water and extracted 3 times with ethyl acetate. The combined ethyl acetate layers were washed with brine, dried over sodium sulfate, and concentrated to dryness to give a brown solid. The solid was chromatographed on silica gel (50% ethyl acetate in hexane) to give... Starting materials: F\C(\C=O)=C/CCCCCCCOC1=NC2=CC=CC=C2C=C1 ((Z)-2-Fluoro-10-(2-quinolinyloxy)dec-2-ene-1-al), F\C(\C=O)=C/CCCCCCCOC1=NC2=CC=CC=C2C=C1 ((Z)-2-Fluoro-10-(2-quinolinyloxy)dec-2-ene-1-al), ClC(C(=O)OC)(F)Cl (methyl dichlorofluoroacetate), compound 40. Product: F\C(\C(=O)OC)=C/C(=C/CCCCCCCOC1=NC2=CC=CC=C2C=C1)/F ((2Z,4Z) methyl 2,4-difluoro-12-(2-quinolinyloxy)dodeca-2,4-dienoate). RXN SMILES: [F:1]/[C:2](=[CH:5]\[CH2:6][CH2:7][CH2:8][CH2:9][CH2:10][CH2:11][CH2:12][O:13][C:14]1[CH:23]=[CH:22][C:21]2[C:16](=[CH:17][CH:18]=[CH:19][CH:20]=2)[N:15]=1)/[CH:3]=O.Cl[C:25](Cl)([F:30])[C:26]([O:28][CH3:29])=[O:27]>>[F:30]/[C:25](=[CH:3]\[C:2](\[F:1])=[CH:5]\[CH2:6][CH2:7][CH2:8][CH2:9][CH2:10][CH2:11][CH2:12][O:13][C:14]1[CH:23]=[CH:22][C:21]2[C:16](=[CH:17][CH:18]=[CH:19][CH:20]=2)[N:15]=1)/[C:26]([O:28][CH3:29])=[O:27]. Procedure: (Z)-2-Fluoro-10-(2-quinolinyloxy)dec-2-ene-1-al, prepared as in compound 45 was reacted with methyl dichlorofluoroacetate as in compound 40 to give (2Z,4Z) methyl 2,4-difluoro-12-(2-quinolinyloxy)dodeca-2,4-dienoate. The latter was converted to the title compound an analogy with compound 33. Starting materials: NC=1C=CC=C2C=CC=NC12 (8-aminoquinoline), [N+](=O)([O-])C1=C(C=CC(=C1)F)S(=O)(=O)Cl (2-nitro-4-fluorobenzenesulfonyl chloride), [N+](=O)([O-])C1=C(C=CC(=C1)F)S(=O)(=O)Cl (2-nitro-4-fluorobenzenesulfonyl chloride). The product is FC1=CC(=C(C=C1)S(=O)(=O)NC=1C=CC=C2C=CC=NC12)[N+](=O)[O-] (4-Fluoro-2-nitro-N-quinolin-8-yl-benzenesulfonamide). The yield is 105.6%. Reaction SMILES: [NH2:1][C:2]1[CH:3]=[CH:4][CH:5]=[C:6]2[C:11]=1[N:10]=[CH:9][CH:8]=[CH:7]2.[N+:12]([C:15]1[CH:20]=[C:19]([F:21])[CH:18]=[CH:17][C:16]=1[S:22](Cl)(=[O:24])=[O:23])([O-:14])=[O:13]>>[F:21][C:19]1[CH:18]=[CH:17][C:16]([S:22]([NH:1][C:2]2[CH:3]=[CH:4][CH:5]=[C:6]3[C:11]=2[N:10]=[CH:9][CH:8]=[CH:7]3)(=[O:24])=[O:23])=[C:15]([N+:12]([O-:14])=[O:13])[CH:20]=1. Reported procedure: In a similar fashion using route 14 general procedure 26, 8-aminoquinoline (500 mg, 3 mmol) and 2-nitro-4-fluorobenzenesulfonyl chloride (Intermediate 220) (914 mg, 4 mmol) gave the title compound (1.10 g, 91%). Starting materials: O[C@H]1CC[C@H](CC1)N1C(C2(CC1)CN(CCC2)C(=O)OCC2=CC=CC=C2)=O (benzyl 2-(cis-4-hydroxycyclohexyl)-1-oxo-2,7-diazaspiro[4.5]decane-7-carboxylate), N1C=NC=C1 (1H-imidazole), [Si](C)(C)(C(C)(C)C)Cl (tert-butyldimethylsilyl chloride), crude product, CCCCCCC (heptane). Run in CN(C=O)C (N,N-dimethylformamide). Conditions: time 4 hour. Yields the product [Si](C)(C)(C(C)(C)C)O[C@H]1CC[C@H](CC1)N1C(C2(CC1)CN(CCC2)C(=O)OCC2=CC=CC=C2)=O (Benzyl 2-(cis-4-{[tert-butyl(dimethyl)silyl]oxy}cyclohexyl)-1-oxo-2,7-diazaspiro[4.5]decane-7-carboxylate). Isolated yield 71.3%. RXN SMILES: [OH:1][C@@H:2]1[CH2:7][CH2:6][C@H:5]([N:8]2[CH2:12][CH2:11][C:10]3([CH2:17][CH2:16][CH2:15][N:14]([C:18]([O:20][CH2:21][C:22]4[CH:27]=[CH:26][CH:25]=[CH:24][CH:23]=4)=[O:19])[CH2:13]3)[C:9]2=[O:28])[CH2:4][CH2:3]1.N1C=CN=C1.[Si:34](Cl)([C:37]([CH3:40])([CH3:39])[CH3:38])([CH3:36])[CH3:35].CCCCCCC>CN(C)C=O>[Si:34]([O:1][C@@H:2]1[CH2:3][CH2:4][C@H:5]([N:8]2[CH2:12][CH2:11][C:10]3([CH2:17][CH2:16][CH2:15][N:14]([C:18]([O:20][CH2:21][C:22]4[CH:23]=[CH:24][CH:25]=[CH:26][CH:27]=4)=[O:19])[CH2:13]3)[C:9]2=[O:28])[CH2:6][CH2:7]1)([C:37]([CH3:40])([CH3:39])[CH3:38])([CH3:36])[CH3:35]. Procedure details: To a stirred solution of benzyl 2-(cis-4-hydroxycyclohexyl)-1-oxo-2,7-diazaspiro[4.5]decane-7-carboxylate (60.00 g, 155.2 mmol) in anhydrous N,N-dimethylformamide (160 mL) at r.t. was added 1H-imidazole (32.0 g, 466 mmol) and tert-butyldimethylsilyl chloride (36.2 g, 233 mmol). The reaction mixture was stirred at r.t. for 4 h, quenched with water (150 mL), and extracted with EtOAc (3×150 mL). The combined organic layers were washed with brine, dried over sodium sulfate, filtered and concentrated... Reactants: CNS(=O)(=O)CCC=1C=C2C(=CNC2=CC1)C1CCN(CC1)C (2-[3-(1-Methyl-piperidin-4-yl)-1H-indol-5-yl]-ethanesulfonic acid methylamide), CNS(=O)(=O)CCC=1C=C2C(=CNC2=CC1)C1CCN(CC1)C (2-[3-(1-methyl-piperidin-4-yl)-1H-indol-5-yl]-ethanesulfonic Acid Methylamide), CC(C)O.Cl (IPA HCl). Solvent: CC(=O)C (acetone). Conditions: temperature 7.5 celsius, time 30 minute. Yields the product Cl.CNS(=O)(=O)CCC=1C=C2C(=CNC2=CC1)C1CCN(CC1)C (2-[3-(1-Methyl-piperidin-4-yl)-1H-indol-5-yl]-ethanesulfonic acid methylamide Hydrochloride). RXN SMILES: [CH3:1][NH:2][S:3]([CH2:6][CH2:7][C:8]1[CH:9]=[C:10]2[C:14](=[CH:15][CH:16]=1)[NH:13][CH:12]=[C:11]2[CH:17]1[CH2:22][CH2:21][N:20]([CH3:23])[CH2:19][CH2:18]1)(=[O:5])=[O:4].CC(O)C.[ClH:28]>CC(C)=O>[ClH:28].[CH3:1][NH:2][S:3]([CH2:6][CH2:7][C:8]1[CH:9]=[C:10]2[C:14](=[CH:15][CH:16]=1)[NH:13][CH:12]=[C:11]2[CH:17]1[CH2:22][CH2:21][N:20]([CH3:23])[CH2:19][CH2:18]1)(=[O:4])=[O:5] |f:1.2,4.5|. Procedure details: 2-[3-(1-Methyl-piperidin-4-yl)-1H-indol-5-yl]-ethanesulfonic acid methylamide i.e. (Naratriptan base) (100 gm) was dissolved in acetone (1000 ml) under stirring for 30 minutes to obtain a clear solution. The reaction mass was cooled to 5-10° C. and pH of the reaction mass was adjusted to 1.0 with 20% IPA-HCl solution. The temperature of the reaction mass was raised to 25° C. and filtered. The solid was dried in vacuum chamber at 50-55° C. to obtain the title compound. (Yield: 95 g, HPLC Purity: ...